Dataset: the Open Reaction Database (ORD), a public repository of structured organic reaction records. Task: describe an organic reaction: reactants, conditions, products, and yield The reactants are CCOC(C)=N, CCO, Cl, CC(C)(C)OC(=O)NN, [Na+], [OH-]. The product is CC(=N)NNC(=O)OC(C)(C)C. Reaction SMILES: [C:4]([CH3:5])([O:6][CH2:7][CH3:8])=[NH:9].[CH3:19][CH2:20][OH:21].[ClH:3].[NH:10]([NH2:11])[C:12](=[O:13])[O:14][C:15]([CH3:16])([CH3:17])[CH3:18].[Na+:2].[OH-:1]>>[C:4]([CH3:5])(=[NH:9])[NH:11][NH:10][C:12](=[O:13])[O:14][C:15]([CH3:16])([CH3:17])[CH3:18]. Starting materials: FC(COC(C(=O)O)C1=CC=CC=C1)(F)F (2,2,2-trifluoroethoxyphenylacetic acid), C(N)(=O)C1NCCN(C1)C1=C(C=CC=C1)C (2-carbamoyl-4-(2-methylphenyl)piperazine), C=1C=CC2=C(C1)N=NN2O (HOBT), C(CCl)Cl (EDC), CCN(C(C)C)C(C)C (DIEA). Run in CN(C)C=O (DMF). Reaction conditions: time 14 hour. The product is FC(COC1=C(C=CC=C1)CC(=O)N1C(CN(CC1)C1=C(C=CC=C1)C)C(N)=O)(F)F (1-(2-(2,2,2-trifluoroethoxy)phenylacetyl)-2-carbamoyl-4-(2-methylphenyl)-piperazine). As a reaction SMILES: [F:1][C:2]([F:16])([F:15])[CH2:3][O:4][CH:5]([C:9]1C=C[CH:12]=[CH:11][CH:10]=1)C(O)=O.[C:17]([CH:20]1[CH2:25][N:24]([C:26]2[CH:31]=[CH:30][CH:29]=[CH:28][C:27]=2[CH3:32])[CH2:23][CH2:22][NH:21]1)(=[O:19])[NH2:18].C1C=CC2N([OH:42])N=NC=2C=1.C(Cl)CCl.CCN([CH:53]([CH3:55])[CH3:54])C(C)C>CN(C=O)C>[F:1][C:2]([F:15])([F:16])[CH2:3][O:4][C:5]1[CH:9]=[CH:10][CH:11]=[CH:12][C:55]=1[CH2:53][C:54]([N:21]1[CH2:22][CH2:23][N:24]([C:26]2[CH:31]=[CH:30][CH:29]=[CH:28][C:27]=2[CH3:32])[CH2:25][CH:20]1[C:17](=[O:19])[NH2:18])=[O:42]. Reported procedure: To a stirred solution of 2-(2,2,2-trifluoroethoxyphenylacetic acid (0.10 g, 0.45 mmol) from Step 2 above and 2-carbamoyl-4-(2-methylphenyl)piperazine (0.10 g, 0.46 mmol) from Step 4 of Example 1 in DMF (15 mL) was added HOBT (0.075 g, 0.5 mmol), EDC (0.22 g, 0.75 mmol), and DIEA (0.13 mL, 0.75 mmol). The solution was stirred at ambient temperature for 14 h and the solvent was removed under reduced pressure. The residue was partitioned between EtOAc (100 mL) and 0.25 M aqueous citric acid (25 mL)... The reactants are CCOC(=O)c1cc(Cl)cc(F)c1NC, CO, CCOC(C)=O, [Na+], [OH-], O. Yields the product CNc1c(F)cc(Cl)cc1C(=O)O. RXN SMILES: [CH2:1]([CH3:2])[O:3][C:4]([c:5]1[c:6]([NH:13][CH3:14])[c:7]([F:12])[cH:8][c:9]([Cl:11])[cH:10]1)=[O:15].[CH3:18][OH:19].[CH3:20][CH2:21][O:22][C:23](=[O:24])[CH3:25].[Na+:17].[OH-:16].[OH2:26]>>[O:3]=[C:4]([c:5]1[c:6]([NH:13][CH3:14])[c:7]([F:12])[cH:8][c:9]([Cl:11])[cH:10]1)[OH:15].